From a dataset of the Open Reaction Database (ORD), a public repository of structured organic reaction records. describe an organic reaction: reactants, conditions, products, and yield Reactants: ClCC(=O)Cl (chloroacetyl chloride), ClCC(=O)O (chloroacetic acid), 2-(7-chloro-5-(o-chlorophenyl)-3H-1,4-benzodiazepin-2-yl)hydrozide, ClC=1C=CC2=C(C(=NCC(=N2)NN)C2=C(C=CC=C2)Cl)C1 (7-chloro-5-(o-chlorophenyl)-3H-1,4-benzodiazepin-2-yl hydrazine). Run in C(C)(=O)O (acetic acid). The product is ClC=1C=CC2=C(C(=NCC=3N2C(=NN3)CCl)C3=C(C=CC=C3)Cl)C1 (8-chloro-1-(chloromethyl)-6-(o-chlorophenyl)-4H-s-triazolo[4,3-a][1,4]benzodiazepine). RXN SMILES: [Cl:1][C:2]1[CH:3]=[CH:4][C:5]2[N:11]=[C:10]([NH:12][NH2:13])[CH2:9][N:8]=[C:7]([C:14]3[CH:19]=[CH:18][CH:17]=[CH:16][C:15]=3[Cl:20])[C:6]=2[CH:21]=1.[Cl:22][CH2:23][C:24](Cl)=O.ClCC(O)=O>C(O)(=O)C>[Cl:1][C:2]1[CH:3]=[CH:4][C:5]2[N:11]3[C:24]([CH2:23][Cl:22])=[N:13][N:12]=[C:10]3[CH2:9][N:8]=[C:7]([C:14]3[CH:19]=[CH:18][CH:17]=[CH:16][C:15]=3[Cl:20])[C:6]=2[CH:21]=1. Reported procedure: In the manner given in Preparation 5, 7-chloro-5-(o-chlorophenyl)-3H-1,4-benzodiazepin-2-yl hydrazine (31.9 g., 0.1 mole) was reacted with chloroacetyl chloride (11.3 g. 0.1 mole) the resulting chloroacetic acid, 2-(7-chloro-5-(o-chlorophenyl)-3H-1,4-benzodiazepin-2-yl)hydrozide was cyclized in hot acetic acid to give 8-chloro-1-(chloromethyl)-6-(o-chlorophenyl)-4H-s-triazolo[4,3-a][1,4]benzodiazepine. The analytical sample had a melting point of 195°-198° C. with decomposition. The reactants are CC(=O)c1cc(Cl)ccc1NS(=O)(=O)C(F)(F)F, CN(C)CCN, CC(=O)O, CCO, O=C1c2ccccc2C(=O)N1OCC1CC1. Yields the product CC(=NOCC1CC1)c1cc(Cl)ccc1NS(=O)(=O)C(F)(F)F. Reaction SMILES: [C:27]([CH3:28])(=[O:29])[c:30]1[c:31]([NH:37][S:38](=[O:39])(=[O:40])[C:41]([F:42])([F:43])[F:44])[cH:32][cH:33][c:34]([Cl:36])[cH:35]1.[CH3:1][N:2]([CH3:3])[CH2:4][CH2:5][NH2:6].[CH3:23][C:24](=[O:25])[OH:26].[CH3:45][CH2:46][OH:47].[CH:7]1([CH2:10][O:11][N:12]2[C:13](=[O:14])[c:15]3[cH:16][cH:17][cH:18][cH:19][c:20]3[C:21]2=[O:22])[CH2:8][CH2:9]1>>[CH:7]1([CH2:10][O:11][N:12]=[C:27]([CH3:28])[c:30]2[c:31]([NH:37][S:38](=[O:39])(=[O:40])[C:41]([F:42])([F:43])[F:44])[cH:32][cH:33][c:34]([Cl:36])[cH:35]2)[CH2:8][CH2:9]1. The reactants are CCC(=C(F)CO)c1cc(C(C)C)cc2c1N(CC)CCC2(C)C, C[N+]1([O-])CCOCC1. The product is CCC(=C(F)C=O)c1cc(C(C)C)cc2c1N(CC)CCC2(C)C. RXN SMILES: [CH2:1]([CH3:2])[N:3]1[CH2:4][CH2:5][C:6]([CH3:23])([CH3:24])[c:7]2[cH:8][c:9]([CH:20]([CH3:21])[CH3:22])[cH:10][c:11]([C:13](=[C:14]([CH2:15][OH:16])[F:17])[CH2:18][CH3:19])[c:12]21.[CH3:25][N+:26]1([O-:32])[CH2:27][CH2:28][O:29][CH2:30][CH2:31]1>>[CH2:1]([CH3:2])[N:3]1[CH2:4][CH2:5][C:6]([CH3:23])([CH3:24])[c:7]2[cH:8][c:9]([CH:20]([CH3:21])[CH3:22])[cH:10][c:11]([C:13](=[C:14]([CH:15]=[O:16])[F:17])[CH2:18][CH3:19])[c:12]21. Reactants: O=C([O-])[O-], Fc1cnccc1-c1nc2cc(C(F)(F)F)ccc2o1, FC(F)(F)CS, [K+], [K+], CN(C)C=O, O. The product is FC(F)(F)CSc1cnccc1-c1nc2cc(C(F)(F)F)ccc2o1. Reaction SMILES: [C:21](=[O:22])([O-:23])[O-:24].[F:1][c:2]1[cH:3][n:4][cH:5][cH:6][c:7]1-[c:8]1[o:9][c:10]2[c:11]([n:12]1)[cH:13][c:14]([C:17]([F:18])([F:19])[F:20])[cH:15][cH:16]2.[F:32][C:33]([CH2:34][SH:35])([F:36])[F:37].[K+:25].[K+:26].[O:27]=[CH:28][N:29]([CH3:30])[CH3:31].[OH2:38]>>[c:2]1([S:35][CH2:34][C:33]([F:32])([F:36])[F:37])[cH:3][n:4][cH:5][cH:6][c:7]1-[c:8]1[o:9][c:10]2[c:11]([n:12]1)[cH:13][c:14]([C:17]([F:18])([F:19])[F:20])[cH:15][cH:16]2. Reactants: O (water), [O-][Si](=O)[O-].[Na+].[Na+] (water glass), [O-][Si](=O)[O-].[Na+].[Na+] (water glass). Yields the product [Si](O)(O)(O)O (silicic acid), [O-][Si](=O)[O-].[Na+].[Na+] (water glass). As a reaction SMILES: [O-:1][Si:2]([O-:4])=[O:3].[Na+:5].[Na+].[OH2:7]>>[Si:2]([OH:7])([OH:4])([OH:1])[OH:3].[O-:3][Si:2]([O-:4])=[O:1].[Na+:5].[Na+:5] |f:0.1.2,5.6.7|. Procedure details: Since the supplying mechanisms 3' and 3" are provided in the paths of the pipes 6' and 6", respectively, the acidic reactant and the water are delivered into the mixing container 2 by the operation of these supplying mechanisms. As the supplying mechanism, a switching valve or a supplying pump can be employed, for instance. Then, the water glass is added into the acidic reactant in the mixing container 2, and the non-alkaline aqueous solution of silicic acid is prepared by mixing these two mater... Starting materials: CCOCCl, CC[N+](CC)(CC)Cc1ccccc1, [Cl-], Cc1nsc(NC(=O)Cc2ccc3nn(CC(C)C)cc3c2)c1Cl, ClCCl, [Na+], [OH-]. The product is CCOCN(C(=O)Cc1ccc2nn(CC(C)C)cc2c1)c1snc(C)c1Cl. As a reaction SMILES: [CH2:25]([CH3:26])[O:27][CH2:28][Cl:29].[CH2:36]([N+:37]([CH2:38][CH3:39])([CH2:40][CH3:41])[CH2:42][CH3:43])[c:44]1[cH:45][cH:46][cH:47][cH:48][cH:49]1.[Cl-:35].[Cl:1][c:2]1[c:3]([CH3:24])[n:4][s:5][c:6]1[NH:7][C:8]([CH2:9][c:10]1[cH:11][c:12]2[cH:13][n:14]([CH2:19][CH:20]([CH3:21])[CH3:22])[n:15][c:16]2[cH:17][cH:18]1)=[O:23].[Cl:32][CH2:33][Cl:34].[Na+:31].[OH-:30]>>[Cl:1][c:2]1[c:3]([CH3:24])[n:4][s:5][c:6]1[N:7]([C:8]([CH2:9][c:10]1[cH:11][c:12]2[cH:13][n:14]([CH2:19][CH:20]([CH3:21])[CH3:22])[n:15][c:16]2[cH:17][cH:18]1)=[O:23])[CH2:28][O:27][CH2:25][CH3:26]. Reactants: BrC1=C(C(=O)OC)C(=CC=C1)Br (Methyl 2,6-dibromobenzoate), C1(=CC=CC=C1)B(O)O (phenylboronic acid), C([O-])([O-])=O.[Na+].[Na+] (sodium carbonate), tetrakis(triphenyphosphine)palladium(0). Run in C1(=CC=CC=C1)C (toluene). Yields the product BrC1=C(C(=CC=C1)C1=CC=CC=C1)C(=O)OC (Methyl 3-bromobiphenyl-2-carboxylate). As a reaction SMILES: Br[C:2]1[CH:11]=[CH:10][CH:9]=[C:8]([Br:12])[C:3]=1[C:4]([O:6][CH3:7])=[O:5].[C:13]1(B(O)O)[CH:18]=[CH:17][CH:16]=[CH:15][CH:14]=1.C(=O)([O-])[O-].[Na+].[Na+]>C1(C)C=CC=CC=1>[Br:12][C:8]1[CH:9]=[CH:10][CH:11]=[C:2]([C:13]2[CH:18]=[CH:17][CH:16]=[CH:15][CH:14]=2)[C:3]=1[C:4]([O:6][CH3:7])=[O:5] |f:2.3.4|. Reported procedure: A mixture of the product from Example 114A (2.2 g, 7.5 mmol), phenylboronic acid (919 mg, 7.5 mmol), sodium carbonate (7.55 mL, 2 M aqueous solution, 15.1 mmol) tetrakis(triphenyphosphine)palladium(0) (261 mg, 0.23 mmol) and 50 mL of toluene were refluxed for 16 hours under nitrogen. The reaction was cooled and partitioned between 50 mL of water and 50 mL of ethyl acetate. The aqueous portion was separated and extracted with 2×25 mL of ethyl acetate and the combined organic extracts were washed ... Starting materials: ClCCl, CN(C)C=O, N#Cc1ccc2[nH]c(=O)cnc2c1, O=P(Cl)(Cl)Cl. Product: N#Cc1ccc2nc(Cl)cnc2c1. Reaction SMILES: [Cl:24][CH2:25][Cl:26].[O:14]=[CH:15][N:16]([CH3:17])[CH3:18].[O:1]=[c:2]1[nH:3][c:4]2[cH:5][cH:6][c:7]([C:12]#[N:13])[cH:8][c:9]2[n:10][cH:11]1.[P:19]([Cl:20])([Cl:21])([Cl:22])=[O:23]>>[c:2]1([Cl:21])[n:3][c:4]2[cH:5][cH:6][c:7]([C:12]#[N:13])[cH:8][c:9]2[n:10][cH:11]1. The reactants are Cl.C(#N)C=1C(=C(C2=CC=CC=C2C1)C(=O)OC)SCCNC[C@@H](CC=C)C1=CC(=C(C=C1)Cl)Cl (methyl 3-cyano-2-[(2-{[(2S)-2-(3,4-dichlorophenyl)pent-4-enyl]amino}ethyl)thio]-1-naphthoate hydrochloride), Cl.C(#N)C=1C(=C(C2=CC=CC=C2C1)C(=O)OC)SCCNC[C@@H](CC=C)C1=CC(=C(C=C1)Cl)Cl (methyl 3-cyano-2-[(2-{[(2S)-2-(3,4-dichlorophenyl)pent-4-enyl]amino}ethyl)thio]-1-naphthoate hydrochloride), Cl.N1=CC=CC=C1 (pyridine hydrochloride). Conditions: temperature 180 celsius. Product: C(#N)C=1C(=C(C2=CC=CC=C2C1)C(=O)O)SCCNC[C@@H](CC=C)C1=CC(=C(C=C1)Cl)Cl (3-Cyano-2-[(2-{[(2S)-2-(3,4-Dichlorophenyl)pent-4-enyl]amino}ethyl)thio]-1-naphthoic Acid). The yield is 99.3%. As a reaction SMILES: Cl.[C:2]([C:4]1[C:5]([S:18][CH2:19][CH2:20][NH:21][CH2:22][C@H:23]([C:27]2[CH:32]=[CH:31][C:30]([Cl:33])=[C:29]([Cl:34])[CH:28]=2)[CH2:24][CH:25]=[CH2:26])=[C:6]([C:14]([O:16]C)=[O:15])[C:7]2[C:12]([CH:13]=1)=[CH:11][CH:10]=[CH:9][CH:8]=2)#[N:3].Cl.N1C=CC=CC=1>>[C:2]([C:4]1[C:5]([S:18][CH2:19][CH2:20][NH:21][CH2:22][C@H:23]([C:27]2[CH:32]=[CH:31][C:30]([Cl:33])=[C:29]([Cl:34])[CH:28]=2)[CH2:24][CH:25]=[CH2:26])=[C:6]([C:14]([OH:16])=[O:15])[C:7]2[C:12]([CH:13]=1)=[CH:11][CH:10]=[CH:9][CH:8]=2)#[N:3] |f:0.1,2.3|. Procedure details: An evenly distributed mixture of methyl 3-cyano-2-[(2-{[(2S)-2-(3,4-dichlorophenyl)pent-4-enyl]amino}ethyl)thio]-1-naphthoate hydrochloride (Intermediate 5, 150 mg, 0.28 mmol) and pyridine hydrochloride (487 mg, 4.20 mmol) was heated at 180° C. for 5 min, cooled, and partitioned between ethyl acetate and water. The organic layer was washed with 1 N HCl and brine, dried (Na2SO4), and evaporated to dryness to give 135 mg (100% yield) of the title compound which was used without further purificatio... Reactants: COCCOC (1,2-dimethoxyethane), BrC=1C(=NC=CN1)C(=O)OC (methyl 3-brompyrazine-2-carboxylate), C(C)(C)(C)OC(=O)NCC1=C(C=CC=C1)B(O)O (2-(tert-butoxycarbonylaminomethyl)-phenylboronic acid), C([O-])([O-])=O.[Na+].[Na+] (sodium carbonate). Reagents/catalysts: C=1C=CC(=CC1)[P](C=2C=CC=CC2)(C=3C=CC=CC3)[Pd]([P](C=4C=CC=CC4)(C=5C=CC=CC5)C=6C=CC=CC6)([P](C=7C=CC=CC7)(C=8C=CC=CC8)C=9C=CC=CC9)[P](C=1C=CC=CC1)(C=1C=CC=CC1)C=1C=CC=CC1 (Pd(PPh3)4). The solvent is ClCCl (dichloromethane). Conditions: time 10 minute. Product: C(C)(C)(C)OC(=O)NCC1=C(C=CC=C1)C=1C(=NC=CN1)C(=O)OC (Methyl 3-[2-(tert-butoxycarbonylaminomethyl)phenyl]pyrazine-2-carboxylate). Isolated yield 18.7%. As a reaction SMILES: COCCOC.Br[C:8]1[C:9]([C:14]([O:16][CH3:17])=[O:15])=[N:10][CH:11]=[CH:12][N:13]=1.[C:18]([O:22][C:23]([NH:25][CH2:26][C:27]1[CH:32]=[CH:31][CH:30]=[CH:29][C:28]=1B(O)O)=[O:24])([CH3:21])([CH3:20])[CH3:19].C(=O)([O-])[O-].[Na+].[Na+]>ClCCl.C1C=CC([P]([Pd]([P](C2C=CC=CC=2)(C2C=CC=CC=2)C2C=CC=CC=2)([P](C2C=CC=CC=2)(C2C=CC=CC=2)C2C=CC=CC=2)[P](C2C=CC=CC=2)(C2C=CC=CC=2)C2C=CC=CC=2)(C2C=CC=CC=2)C2C=CC=CC=2)=CC=1>[C:18]([O:22][C:23]([NH:25][CH2:26][C:27]1[CH:32]=[CH:31][CH:30]=[CH:29][C:28]=1[C:8]1[C:9]([C:14]([O:16][CH3:17])=[O:15])=[N:10][CH:11]=[CH:12][N:13]=1)=[O:24])([CH3:21])([CH3:19])[CH3:20] |f:3.4.5,^1:48,50,69,88|. Reported procedure: 107 ml of 1,2-dimethoxyethane were aerated with argon, and 597 mg (0.51 mmol) of Pd(PPh3)4 and 2.24 g (10.3 mmol) of methyl 3-brompyrazine-2-carboxylate were added. After 10 min, 3.9 g (15.45 mmol) of 2-(tert-butoxycarbonylaminomethyl)-phenylboronic acid and finally 10.7 ml of a 2M sodium carbonate solution were added. The mixture was heated to reflux for 18 h under argon, diluted with dichloromethane after cooling and washed with water. The organic phase was dried, concentrated and purified by ...